This data is from the Open Reaction Database (ORD), a public repository of structured organic reaction records. The task is: describe an organic reaction: reactants, conditions, products, and yield The reactants are N1C(NC(CC1)=O)=O (dihydropyrimidine-2,4(1H,3H)-dione), CC1(C(N(C(N1)=O)CCCOC1=C(C2=C(C(=NO2)C2=CC=CC=C2)C=C1)CCC)=O)C1=CC=CC=C1 (rac-5-Methyl-5-phenyl-3-(3-{[7-propyl-3-(phenyl)-1,2-benzisoxazol-6-yl]oxy}propyl)imidazolidine-2,4-dione). Yields the product C(CC)C1=C(C=CC=2C(=NOC21)C2=CC=CC=C2)OCCCN2C(NCCC2=O)=O (3-(3-{[7-propyl-3-(phenyl)-1,2-benzisoxazol-6-yl]oxy}propyl)-dihydropyrimidine-2,4(1H,3H)-dione). Reaction SMILES: N1CCC(=O)NC1=O.[CH3:9][C:10]1(C2C=CC=CC=2)[NH:14][C:13](=[O:15])[N:12]([CH2:16][CH2:17][CH2:18][O:19][C:20]2[CH:34]=[CH:33][C:23]3[C:24]([C:27]4[CH:32]=[CH:31][CH:30]=[CH:29][CH:28]=4)=[N:25][O:26][C:22]=3[C:21]=2[CH2:35][CH2:36][CH3:37])[C:11]1=[O:38]>>[CH2:35]([C:21]1[C:22]2[O:26][N:25]=[C:24]([C:27]3[CH:32]=[CH:31][CH:30]=[CH:29][CH:28]=3)[C:23]=2[CH:33]=[CH:34][C:20]=1[O:19][CH2:18][CH2:17][CH2:16][N:12]1[C:11](=[O:38])[CH2:10][CH2:9][NH:14][C:13]1=[O:15])[CH2:36][CH3:37]. Procedure details: 3-(3-{[7-Propyl-3-(phenyl)-1,2-benzisoxazol-6-yl]oxy}propyl)dihydropyrimidine-2,4(1H,3H)-dione was prepared as for Example 10 from dihydropyrimidine-2,4(1H,3H)-dione and the bromide from Example 27. After aqueous work-up and silica gel chromatography, the title compound was obtained. Starting materials: C(=O)C1=C(C(=C(S1)C(=O)O)C)C (5-formyl-3,4-dimethyl-thiophene-2-carboxylic acid), C(C)C1=C(OC[C@H](CNC(CO)=O)O)C(=CC(=C1)C(NO)=N)C (N—((S)-3-[2-ethyl-4-(N-hydroxycarbamimidoyl)-6-methyl-phenoxy]-2-hydroxy-propyl)-2-hydroxy-acetamide). The product is C(C)C1=C(OC[C@H](CNC(CO)=O)O)C(=CC(=C1)C1=NOC(=N1)C=1SC(=C(C1C)C)C=O)C (N—((S)-3-{2-Ethyl-4-[5-(5-formyl-3,4-dimethyl-thiophen-2-yl)-[1,2,4]oxadiazol-3-yl]-6-methyl-phenoxy}-2-hydroxy-propyl)-2-hydroxy-acetamide). RXN SMILES: [CH:1]([C:3]1[S:7][C:6]([C:8]([OH:10])=O)=[C:5]([CH3:11])[C:4]=1[CH3:12])=[O:2].[CH2:13]([C:15]1[CH:30]=[C:29]([C:31](=[NH:34])[NH:32]O)[CH:28]=[C:27]([CH3:35])[C:16]=1[O:17][CH2:18][C@@H:19]([OH:26])[CH2:20][NH:21][C:22](=[O:25])[CH2:23][OH:24])[CH3:14]>>[CH2:13]([C:15]1[CH:30]=[C:29]([C:31]2[N:34]=[C:8]([C:6]3[S:7][C:3]([CH:1]=[O:2])=[C:4]([CH3:12])[C:5]=3[CH3:11])[O:10][N:32]=2)[CH:28]=[C:27]([CH3:35])[C:16]=1[O:17][CH2:18][C@@H:19]([OH:26])[CH2:20][NH:21][C:22](=[O:25])[CH2:23][OH:24])[CH3:14]. Procedure: The title compound is prepared according to Method A starting from 5-formyl-3,4-dimethyl-thiophene-2-carboxylic acid and N—((S)-3-[2-ethyl-4-(N-hydroxycarbamimidoyl)-6-methyl-phenoxy]-2-hydroxy-propyl)-2-hydroxy-acetamide; LC-MS: tR=0.95 min; [M+H]+=474.07; 1H NMR (D6-DMSO): δ 1.22 (t, J=7.5 Hz, 3H), 2.35 (s, 3H), 2.57 (s, 3H), 2.63 (s, 3H), 2.73 (q, J=7.8 Hz, 2H), 3.20-3.28 (m, 1H), 3.39-3.48 (m, 1H), 3.70-3.81 (m, 2H), 3.84 (d, J=5.5 Hz, 2H), 3.92-4.01 (m, 1H), 5.31 (d, J=4.8 Hz, 1H), 5.55 (t,... Starting materials: C(C)(=O)NC=1SC(=C(N1)C)C=1C=C(SC1Br)S(=O)(=O)Cl (4-[2-(Acetylamino)-4-methyl-1,3-thiazol-5-yl]-5-bromothiophene-2-sulfonylchloride), OC1CNCCC1 (3-hydroxy piperidine), CCN(C(C)C)C(C)C (DIEA). Run in C(Cl)Cl (DCM). Yields the product BrC=1SC(=CC1C1=C(N=C(S1)NC(C)=O)C)S(=O)(=O)N1CC(CCC1)O (N-(5-{2-bromo-5-[(3-hydroxypiperidin-1-yl)sulfonyl]-3-thienyl}-4-methyl-1,3-thiazol-2-yl)acetamide). As a reaction SMILES: [C:1]([NH:4][C:5]1[S:6][C:7]([C:11]2[CH:12]=[C:13]([S:17](Cl)(=[O:19])=[O:18])[S:14][C:15]=2[Br:16])=[C:8]([CH3:10])[N:9]=1)(=[O:3])[CH3:2].[OH:21][CH:22]1[CH2:27][CH2:26][CH2:25][NH:24][CH2:23]1.CCN(C(C)C)C(C)C>C(Cl)Cl>[Br:16][C:15]1[S:14][C:13]([S:17]([N:24]2[CH2:25][CH2:26][CH2:27][CH:22]([OH:21])[CH2:23]2)(=[O:19])=[O:18])=[CH:12][C:11]=1[C:7]1[S:6][C:5]([NH:4][C:1](=[O:3])[CH3:2])=[N:9][C:8]=1[CH3:10]. Procedure: 4-[2-(Acetylamino)-4-methyl-1,3-thiazol-5-yl]-5-bromothiophene-2-sulfonylchloride, prepared as in Step III of Example 23 (136 mg; 0.33 mmol; 1 eq), is dissolved in DCM (10 ml). 3-hydroxy piperidine (0.20 ml; 1.65 mmol; 5 eq) and DIEA (0.17 ml; 0.98 mmol; 3 eq) are added under a nitrogen atmosphere. After 2 hours reaction, solvents are evaporated. The crude product is dissolved in DCM and washed with NH4Cl saturated solution, water and dried over MgSO4. After evaporation of the solvents, crude ma... The reactants are C=CC(=O)OCCCCCCOc1ccc(-c2ccc(C3CCC(CCC=O)CC3)cc2)cc1, CC(C)=O, O. Yields the product C=CC(=O)OCCCCCCOc1ccc(-c2ccc(C3CCC(CCC(=O)O)CC3)cc2)cc1. RXN SMILES: [C:1]([CH:2]=[CH2:3])(=[O:4])[O:5][CH2:6][CH2:7][CH2:8][CH2:9][CH2:10][CH2:11][O:12][c:13]1[cH:14][cH:15][c:16](-[c:19]2[cH:20][cH:21][c:22]([CH:25]3[CH2:26][CH2:27][CH:28]([CH2:31][CH2:32][CH:33]=[O:34])[CH2:29][CH2:30]3)[cH:23][cH:24]2)[cH:17][cH:18]1.[CH3:36][C:37](=[O:38])[CH3:39].[OH2:35]>>[C:1]([CH:2]=[CH2:3])(=[O:4])[O:5][CH2:6][CH2:7][CH2:8][CH2:9][CH2:10][CH2:11][O:12][c:13]1[cH:14][cH:15][c:16](-[c:19]2[cH:20][cH:21][c:22]([CH:25]3[CH2:26][CH2:27][CH:28]([CH2:31][CH2:32][C:33](=[O:34])[OH:35])[CH2:29][CH2:30]3)[cH:23][cH:24]2)[cH:17][cH:18]1. Reactants: COC(=O)C(CC(C)C)N1CC(Oc2cc(C)ccc2F)=CC1=O, Cl, [Li+], C1CCOC1, [OH-], O, O. Product: Cc1ccc(F)c(OC2=CC(=O)N(C(CC(C)C)C(=O)O)C2)c1. Reaction SMILES: [CH3:1][O:2][C:3]([CH:4]([CH2:5][CH:6]([CH3:7])[CH3:8])[N:9]1[C:10](=[O:23])[CH:11]=[C:12]([O:14][c:15]2[c:16]([F:22])[cH:17][cH:18][c:19]([CH3:21])[cH:20]2)[CH2:13]1)=[O:24].[ClH:28].[Li+:27].[O:29]1[CH2:30][CH2:31][CH2:32][CH2:33]1.[OH-:26].[OH2:25].[OH2:34]>>[O:2]=[C:3]([CH:4]([CH2:5][CH:6]([CH3:7])[CH3:8])[N:9]1[C:10](=[O:23])[CH:11]=[C:12]([O:14][c:15]2[c:16]([F:22])[cH:17][cH:18][c:19]([CH3:21])[cH:20]2)[CH2:13]1)[OH:24].